From a dataset of the Open Reaction Database (ORD), a public repository of structured organic reaction records. describe an organic reaction: reactants, conditions, products, and yield Reactants: OC(C(=O)C1=CC=CC=C1)(C)C (2-hydroxy-2-methylpropiophenone), C1=CC=C2C(=C1)C(=O)N(C2=O)CC(=O)O (N-phthaloylglycine), CC1=CC=C(C=C1)S(=O)(=O)[O-].C[N+]1(CCOCC1)CCN=C=NC2CCCCC2 (1-cyclohexyl-3-(2-morpholinoethyl)carbodiimide metho-p-toluenesulfonate). The reagents and catalysts are CN(C)C=1C=CN=CC1 (DMAP). The solvent is ClCCl (dichloromethane), ClCCl (dichloromethane). Reaction conditions: time 5 day. The product is O=C1N(C(C2=CC=CC=C12)=O)CC(=O)OC(C(C1=CC=CC=C1)=O)(C)C (1,1-dimethyl-2-oxo-2-phenylethyl 2-(1,3-dioxo-1,3-dihydro-2H-isoindol-2-yl)acetate). RXN SMILES: [OH:1][C:2]([CH3:12])([CH3:11])[C:3]([C:5]1[CH:10]=[CH:9][CH:8]=[CH:7][CH:6]=1)=[O:4].[CH:13]1[CH:18]=[C:17]2[C:19]([N:21]([CH2:24][C:25](O)=[O:26])[C:22](=[O:23])[C:16]2=[CH:15][CH:14]=1)=[O:20].CC1C=CC(S([O-])(=O)=O)=CC=1.C[N+]1(CCN=C=NC2CCCCC2)CCOCC1>CN(C1C=CN=CC=1)C.ClCCl>[O:20]=[C:19]1[C:17]2[C:16](=[CH:15][CH:14]=[CH:13][CH:18]=2)[C:22](=[O:23])[N:21]1[CH2:24][C:25]([O:1][C:2]([CH3:12])([CH3:11])[C:3](=[O:4])[C:5]1[CH:10]=[CH:9][CH:8]=[CH:7][CH:6]=1)=[O:26] |f:2.3|. Procedure: A mixture of 2-hydroxy-2-methylpropiophenone (2.0 g, 12.2 mmol), N-phthaloylglycine (2.7 g, 13.2 mmol), 1-cyclohexyl-3-(2-morpholinoethyl)carbodiimide metho-p-toluenesulfonate (10.3 g, 24.3 mmol) and DMAP (0.34 g, 2.8 mmol) was dissolved in dichloromethane (100 mL) and stirred 5 days at room temperature. The mixture was diluted with dichloromethane and washed with 1 M HCl (2×), saturated NaHCO3 and brine, then filtered through cotton and concentrated to give 1,1-dimethyl-2-oxo-2-phenylethyl 2-(1... Starting materials: O[C@@](C(=O)N1[C@H](C(=O)NCC2=C(C=CC(=C2)Cl)CNC(=O)OC(C)(C)C)CCC1)(C)C1=CC=CC=C1 (1-((2S)-2-Hydroxy-2-phenyl-propanoyl)-N-(2-(tert-butyloxycarbonylaminomethyl)-5-chlorobenzyl)-L-prolinamide). Run in CCOC(=O)C (EtOAc). Reaction conditions: temperature 0 celsius. The product is hydrochloride salt, O[C@@](C(=O)N1[C@H](C(=O)NCC2=C(C=CC(=C2)Cl)CN)CCC1)(C)C1=CC=CC=C1 (1-((2S)-2-Hydroxy-2-phenylpropanoyl)-N-(2-aminomethyl-5-chlorobenzyl)-L-prolinamide). RXN SMILES: [OH:1][C@:2]([C:31]1[CH:36]=[CH:35][CH:34]=[CH:33][CH:32]=1)([CH3:30])[C:3]([N:5]1[CH2:29][CH2:28][CH2:27][C@H:6]1[C:7]([NH:9][CH2:10][C:11]1[CH:16]=[C:15]([Cl:17])[CH:14]=[CH:13][C:12]=1[CH2:18][NH:19]C(OC(C)(C)C)=O)=[O:8])=[O:4]>CCOC(C)=O>[OH:1][C@:2]([C:31]1[CH:36]=[CH:35][CH:34]=[CH:33][CH:32]=1)([CH3:30])[C:3]([N:5]1[CH2:29][CH2:28][CH2:27][C@H:6]1[C:7]([NH:9][CH2:10][C:11]1[CH:16]=[C:15]([Cl:17])[CH:14]=[CH:13][C:12]=1[CH2:18][NH2:19])=[O:8])=[O:4]. Procedure: 1-((2S)-2-Hydroxy-2-phenyl-propanoyl)-N-(2-(tert-butyloxycarbonylaminomethyl)-5-chlorobenzyl)-L-prolinamide from the previous step (0.125 g, 0.24 mmol) was dissolved in EtOAc (10 mL) and cooled with stirring to 0° C. Into this solution was bubbled in HCl gas for 5 min. The resulting solution was stirred at 0° C. for 30 min, then concentrated in vacuo. The solid which had formed was triturated with Et2O and collected by filtration and washed with several portions of ether. The hydrochloride salt ... Reaction conditions: temperature 50 celsius. Product: OC1=CC2=C(C(=CO2)CN2CCC(CC2)NC(C)=O)C=C1 (N-[1-(6-Hydroxy-benzofuran-3-ylmethyl)-piperidin-4-yl]-acetamide), solid. Starting materials: C(C)(=O)NC1CCNCC1 (4-acetamidopiperidine), C(=O)([O-])[O-].[K+].[K+] (K2CO3), ClCC1=COC2=C1C=CC(=C2)OC(C)=O (acetic acid 3-chloromethyl-benzofuran-6-yl ester). Reaction SMILES: [C:1]([NH:4][CH:5]1[CH2:10][CH2:9][NH:8][CH2:7][CH2:6]1)(=[O:3])[CH3:2].C([O-])([O-])=O.[K+].[K+].Cl[CH2:18][C:19]1[C:23]2[CH:24]=[CH:25][C:26]([O:28]C(=O)C)=[CH:27][C:22]=2[O:21][CH:20]=1>CC#N>[OH:28][C:26]1[CH:25]=[CH:24][C:23]2[C:19]([CH2:18][N:8]3[CH2:9][CH2:10][CH:5]([NH:4][C:1](=[O:3])[CH3:2])[CH2:6][CH2:7]3)=[CH:20][O:21][C:22]=2[CH:27]=1 |f:1.2.3|. The solvent is CC#N (MeCN), CC#N (MeCN), CC#N (MeCN). Procedure details: To a solution of 4-acetamidopiperidine (429 mg, 3.00 mmol) and K2CO3 (1.14 g, 8.25 mmol) in MeCN (5 mL) was added a solution of acetic acid 3-chloromethyl-benzofuran-6-yl ester (450 mg, 2.0 mmol) in MeCN (5 mL). The reaction mixture was further diluted with MeCN (10 mL) and heated (50° C., 15 h). The solvent was removed in vacuo and the remaining residue was suspended in 5-10% CH3OH in water and enough concentrated acetic acid was added until all solids were dissolved (pH ˜7-8). The solution was... Isolated yield 73.0%. The reactants are [Al+3], CO, CC(C)CCCC(C)C1CCC2C3C=CC4=CC(O)CC(O)C4(C)C3CCC12C, [H-], [H-], [H-], [H-], [Li+]. The product is CC(C)CCCC(C)C1CCC2C3CC=C4CC(O)CC(O)C4(C)C3CCC12C. Reaction SMILES: [Al+3:2].[CH3:36][OH:37].[CH3:7][CH:8]([CH3:9])[CH2:10][CH2:11][CH2:12][CH:13]([CH3:14])[CH:15]1[CH2:16][CH2:17][CH:18]2[CH:19]3[CH:20]=[CH:21][C:22]4=[CH:23][CH:24]([OH:35])[CH2:25][CH:26]([OH:34])[C:27]4([CH3:28])[CH:29]3[CH2:30][CH2:31][C:32]12[CH3:33].[H-:1].[H-:4].[H-:5].[H-:6].[Li+:3]>>[CH3:7][CH:8]([CH3:9])[CH2:10][CH2:11][CH2:12][CH:13]([CH3:14])[CH:15]1[CH2:16][CH2:17][CH:18]2[CH:19]3[CH2:20][CH:21]=[C:22]4[CH2:23][CH:24]([OH:35])[CH2:25][CH:26]([OH:34])[C:27]4([CH3:28])[CH:29]3[CH2:30][CH2:31][C:32]12[CH3:33]. Reactants: C([O-])([O-])=O.[K+].[K+] (potassium carbonate), BrCC#N (bromoacetonitrile), Cl.O1CCOC2=C1C=CC=C2C=2CCNCC2 (4-[(1,4-Benzodioxan-5-yl)]-1,2,3,6-tetrahydropyridine hydrochloride). The solvent is CC(=O)C (acetone), CC(=O)C (acetone). The product is O1CCOC2=C1C=CC=C2C=2CCN(CC2)CC#N ([4-(1,4-Benzodioxan-5-yl)-1,2,3,6-tetrahydropyrid-1-yl]acetonitrile). As a reaction SMILES: C(=O)([O-])[O-].[K+].[K+].Br[CH2:8][C:9]#[N:10].Cl.[O:12]1[C:17]2[CH:18]=[CH:19][CH:20]=[C:21]([C:22]3[CH2:23][CH2:24][NH:25][CH2:26][CH:27]=3)[C:16]=2[O:15][CH2:14][CH2:13]1>CC(C)=O>[O:12]1[C:17]2[CH:18]=[CH:19][CH:20]=[C:21]([C:22]3[CH2:23][CH2:24][N:25]([CH2:8][C:9]#[N:10])[CH2:26][CH:27]=3)[C:16]=2[O:15][CH2:14][CH2:13]1 |f:0.1.2,4.5|. Reported procedure: 2.5 g of potassium carbonate and, dropwise, a solution of 1.08 g of bromoacetonitrile in 10 ml of acetone are added to a solution of 1.9 g of the amine hydrochloride obtained in Stage B in 40 ml of acetone. Starting materials: CN(S(=O)(=O)C1=CC=CC=C1)C1CC(C(C1)C1=CC=CC=C1)CO (1-(RS)-(N-(methyl)-N-(phenylsulfonyl)amino)-3-(SR)-(hydroxymethyl)-4-(SR)-phenylcyclopentane), CCN(C(C)C)C(C)C (DIPEA), Cl (HCl), C(C(=O)Cl)(=O)Cl (oxalyl chloride), CS(=O)C (DMSO). Solvent: C(Cl)Cl (methylene chloride), C(Cl)Cl (methylene chloride), C(Cl)Cl (methylene chloride). Conditions: temperature -70 celsius, time 15 minute. Yields the product CN(S(=O)(=O)C1=CC=CC=C1)C1CC(C(C1)C1=CC=CC=C1)C=O (1-(RS)-(N-(Methyl)-N-(phenylsulfonyl)amino)-3-(SR)-(formyl)-4-(SR)phenylcyclopentane). The yield is 83.0%. RXN SMILES: C(Cl)(=O)C(Cl)=O.CS(C)=O.[CH3:11][N:12]([CH:22]1[CH2:26][CH:25]([C:27]2[CH:32]=[CH:31][CH:30]=[CH:29][CH:28]=2)[CH:24]([CH2:33][OH:34])[CH2:23]1)[S:13]([C:16]1[CH:21]=[CH:20][CH:19]=[CH:18][CH:17]=1)(=[O:15])=[O:14].CCN(C(C)C)C(C)C.Cl>C(Cl)Cl>[CH3:11][N:12]([CH:22]1[CH2:26][CH:25]([C:27]2[CH:28]=[CH:29][CH:30]=[CH:31][CH:32]=2)[CH:24]([CH:33]=[O:34])[CH2:23]1)[S:13]([C:16]1[CH:17]=[CH:18][CH:19]=[CH:20][CH:21]=1)(=[O:14])=[O:15]. Procedure details: To a solution of oxalyl chloride (0.045 mL, 0.50 mmol) in methylene chloride (2 mL) at −70° C. was added dropwise DMSO (0.045 mL, 1.0 mmol). After 15 min, a solution of 1-(RS)-(N-(methyl)-N-(phenylsulfonyl)amino)-3-(SR)-(hydroxymethyl)-4-(SR)-phenylcyclopentane (Higher Rf isomer from Step C) (65 mg, 0.2 mmol) in methylene chloride (2 mL) was added. The reaction was stirred at −70° C. for 1.5 h and then DIPEA (0.35 mL, 2.0 mmol) was added. After a further 10 min, the mixture was allowed to warm t... Reactants: COC(=O)Cc1cn(C)nc1OCc1ccc(OCc2nc(-c3ccccc3)oc2C)c(OC)c1, CCO, Cl, [Na+], C1CCOC1, [OH-]. Yields the product COc1cc(COc2nn(C)cc2CC(=O)O)ccc1OCc1nc(-c2ccccc2)oc1C. As a reaction SMILES: [CH3:1][O:2][c:3]1[cH:4][c:5]([CH2:6][O:7][c:8]2[n:9][n:10]([CH3:18])[cH:11][c:12]2[CH2:13][C:14](=[O:15])[O:16][CH3:17])[cH:19][cH:20][c:21]1[O:22][CH2:23][c:24]1[n:25][c:26](-[c:30]2[cH:31][cH:32][cH:33][cH:34][cH:35]2)[o:27][c:28]1[CH3:29].[CH3:44][CH2:45][OH:46].[ClH:43].[Na+:37].[O:38]1[CH2:39][CH2:40][CH2:41][CH2:42]1.[OH-:36]>>[CH3:1][O:2][c:3]1[cH:4][c:5]([CH2:6][O:7][c:8]2[n:9][n:10]([CH3:18])[cH:11][c:12]2[CH2:13][C:14](=[O:15])[OH:16])[cH:19][cH:20][c:21]1[O:22][CH2:23][c:24]1[n:25][c:26](-[c:30]2[cH:31][cH:32][cH:33][cH:34][cH:35]2)[o:27][c:28]1[CH3:29]. The reactants are C(C)(C)(C)C1=CC=C(C(=O)NC2=C(C(=CC=C2)[N+](=O)[O-])O)C=C1 (4-tert-butyl-N-(2-hydroxy-3-nitrophenyl)benzamide), C1(=CC=C(C=C1)S(=O)(=O)[O-])C.[NH+]1=CC=CC=C1 (pyridinium p-toluenesulfonate), C(Cl)Cl (CH2Cl2). Run in xylenes, O (H2O). Product: C(C)(C)(C)C1=CC=C(C=C1)C=1OC2=C(N1)C=CC=C2[N+](=O)[O-] (2-(4-tert-butylphenyl)-7-nitro-1,3-benzooxazole). Isolated yield 79.0%. Reaction SMILES: [C:1]([C:5]1[CH:23]=[CH:22][C:8]([C:9]([NH:11][C:12]2[CH:17]=[CH:16][CH:15]=[C:14]([N+:18]([O-:20])=[O:19])[C:13]=2[OH:21])=O)=[CH:7][CH:6]=1)([CH3:4])([CH3:3])[CH3:2].C1(C)C=CC(S([O-])(=O)=O)=CC=1.[NH+]1C=CC=CC=1.C(Cl)Cl>O>[C:1]([C:5]1[CH:6]=[CH:7][C:8]([C:9]2[O:21][C:13]3[C:14]([N+:18]([O-:20])=[O:19])=[CH:15][CH:16]=[CH:17][C:12]=3[N:11]=2)=[CH:22][CH:23]=1)([CH3:2])([CH3:3])[CH3:4] |f:1.2|. Reported procedure: A solution of 4-tert-butyl-N-(2-hydroxy-3-nitrophenyl)benzamide (0.35 g, 1.11 mmol) and pyridinium p-toluenesulfonate (200 mg, 0.8 mmol) in xylenes (25 mL) was heated in a 135° C. bath for 72 h. The solution was cooled to room temperature, and CH2Cl2 (100 mL) and H2O (25 mL) were added. The layers were separated, and the aqueous layer was extracted with CH2Cl2 (50 mL). The combined organic layers were washed with brine (25 mL), dried (Na2SO4), filtered, and concentrated under reduced pressure to... The reactants are CCOc1cc(C(C)(C)C)ncc1C1=NC(C)(c2ccc(Cl)cc2)C(C)(c2ccc(Cl)cc2)N1C(=O)Cl, OC1CCCNC1. Yields the product CCOc1cc(C(C)(C)C)ncc1C1=NC(C)(c2ccc(Cl)cc2)C(C)(c2ccc(Cl)cc2)N1C(=O)N1CCCC(O)C1. As a reaction SMILES: [C:1]([CH3:2])([CH3:3])([CH3:4])[c:5]1[cH:6][c:7]([O:35][CH2:36][CH3:37])[c:8]([C:11]2=[N:15][C:14]([CH3:16])([c:17]3[cH:18][cH:19][c:20]([Cl:23])[cH:21][cH:22]3)[C:13]([CH3:24])([c:25]3[cH:26][cH:27][c:28]([Cl:31])[cH:29][cH:30]3)[N:12]2[C:32](=[O:33])[Cl:34])[cH:9][n:10]1.[OH:38][CH:39]1[CH2:40][NH:41][CH2:42][CH2:43][CH2:44]1>>[C:1]([CH3:2])([CH3:3])([CH3:4])[c:5]1[cH:6][c:7]([O:35][CH2:36][CH3:37])[c:8]([C:11]2=[N:15][C:14]([CH3:16])([c:17]3[cH:18][cH:19][c:20]([Cl:23])[cH:21][cH:22]3)[C:13]([CH3:24])([c:25]3[cH:26][cH:27][c:28]([Cl:31])[cH:29][cH:30]3)[N:12]2[C:32](=[O:33])[N:41]2[CH2:40][CH:39]([OH:38])[CH2:44][CH2:43][CH2:42]2)[cH:9][n:10]1.